From a dataset of the Open Reaction Database (ORD), a public repository of structured organic reaction records. describe an organic reaction: reactants, conditions, products, and yield Starting materials: CCOC(=O)CC#N, C1CCNCC1, CC(=O)O, CC(C)CC=O. Yields the product CCOC(=O)C(C#N)=CCC(C)C. As a reaction SMILES: [C:7](#[N:8])[CH2:9][C:10](=[O:11])[O:12][CH2:13][CH3:14].[CH2:15]1[CH2:16][CH2:17][NH:18][CH2:19][CH2:20]1.[CH3:21][C:22](=[O:23])[OH:24].[CH:1]([CH2:2][CH:3]([CH3:4])[CH3:5])=[O:6]>>[CH:1]([CH2:2][CH:3]([CH3:4])[CH3:5])=[C:9]([C:7]#[N:8])[C:10](=[O:11])[O:12][CH2:13][CH3:14]. Reactants: O=C([O-])O, C=C(C)C, ClCCl, C#CC(O)C(F)CCCC, N#N, [Na+]. The product is C#CC(OC(C)(C)C)C(F)CCCC. As a reaction SMILES: [C:17](=[O:18])([OH:19])[O-:20].[CH3:1][C:2]([CH3:3])=[CH2:4].[Cl:22][CH2:23][Cl:24].[F:7][CH:8]([CH:9]([C:10]#[CH:11])[OH:12])[CH2:13][CH2:14][CH2:15][CH3:16].[N:5]#[N:6].[Na+:21]>>[CH3:1][C:2]([CH3:3])([CH3:4])[O:12][CH:9]([CH:8]([F:7])[CH2:13][CH2:14][CH2:15][CH3:16])[C:10]#[CH:11].